The task is: describe an organic reaction: reactants, conditions, products, and yield. This data is from the Open Reaction Database (ORD), a public repository of structured organic reaction records. Starting materials: Cn1c([N+](=O)[O-])cnc1C=O, Cl, NNC(N)=O, O. Yields the product Cn1c([N+](=O)[O-])cnc1C=NNC(N)=O. Reaction SMILES: [CH3:1][n:2]1[c:3]([CH:10]=[O:11])[n:4][cH:5][c:6]1[N+:7](=[O:8])[O-:9].[ClH:12].[NH2:13][NH:14][C:15](=[O:16])[NH2:17].[OH2:18]>>[CH3:1][n:2]1[c:3]([CH:10]=[N:13][NH:14][C:15](=[O:16])[NH2:17])[n:4][cH:5][c:6]1[N+:7](=[O:8])[O-:9]. Reactants: Cc1ccccc1, Cc1nc(C(F)(F)F)ccc1C(=O)O, O=S(Cl)Cl. Yields the product Cc1nc(C(F)(F)F)ccc1C(=O)Cl. As a reaction SMILES: [CH3:19][c:20]1[cH:21][cH:22][cH:23][cH:24][cH:25]1.[CH3:5][c:6]1[c:7]([C:8](=[O:9])[OH:10])[cH:11][cH:12][c:13]([C:15]([F:16])([F:17])[F:18])[n:14]1.[S:1]([Cl:2])([Cl:3])=[O:4]>>[Cl:3][C:8]([c:7]1[c:6]([CH3:5])[n:14][c:13]([C:15]([F:16])([F:17])[F:18])[cH:12][cH:11]1)=[O:9]. The reactants are C(C)(=O)O.C(=N)N (formamidine acetate), CN(C=C(C(C1=CC=CC=C1)=O)N1CCN(CC1)C(=O)OC(C)(C)C)C (tert-butyl 4-(1-(dimethylamino)-3-oxo-3-phenylprop-1-en-2-yl)piperazine-1-carboxylate). The solvent is C(C)N(CC)CC (triethylamine). Run at temperature 140 celsius. Product: C1(=CC=CC=C1)C1=NC=NC=C1N1CCN(CC1)C(=O)OC(C)(C)C (tert-butyl 4-(4-phenylpyrimidin-5-yl)piperazine-1-carboxylate). As a reaction SMILES: C(O)(=O)C.[CH:5]([NH2:7])=[NH:6].CN(C)[CH:10]=[C:11]([N:20]1[CH2:25][CH2:24][N:23]([C:26]([O:28][C:29]([CH3:32])([CH3:31])[CH3:30])=[O:27])[CH2:22][CH2:21]1)[C:12](=O)[C:13]1[CH:18]=[CH:17][CH:16]=[CH:15][CH:14]=1>C(N(CC)CC)C>[C:13]1([C:12]2[C:11]([N:20]3[CH2:25][CH2:24][N:23]([C:26]([O:28][C:29]([CH3:32])([CH3:31])[CH3:30])=[O:27])[CH2:22][CH2:21]3)=[CH:10][N:7]=[CH:5][N:6]=2)[CH:18]=[CH:17][CH:16]=[CH:15][CH:14]=1 |f:0.1|. Reported procedure: To a stirred solution of formamidine acetate (2.8 g) in triethylamine (6 ml) in a sealed tube, was added tert-butyl 4-(1-(dimethylamino)-3-oxo-3-phenylprop-1-en-2-yl)piperazine-1-carboxylate (1.0 g) and the reaction mixture was heated at 140° C. for 6 h. The reaction mixture was brought to room temperature and triethylamine was removed under reduced pressure. Water (10 ml) was added to the residue and the organic compound was extracted into ethylacetate (4×20 ml). Combined organic layers were dr... Starting materials: CC(C)(C)OC(=O)NC1CCNC1, CCN(C(C)C)C(C)C, ClCc1ccc(Cl)cc1, CN(C)C=O. The product is CC(C)(C)OC(=O)NC1CCN(Cc2ccc(Cl)cc2)C1. As a reaction SMILES: [C:19]([CH3:20])([CH3:21])([CH3:22])[O:23][C:24](=[O:25])[NH:26][CH:27]1[CH2:28][NH:29][CH2:30][CH2:31]1.[CH:10]([N:11]([CH2:12][CH3:13])[CH:14]([CH3:15])[CH3:16])([CH3:17])[CH3:18].[Cl:1][c:2]1[cH:3][cH:4][c:5]([CH2:6][Cl:7])[cH:8][cH:9]1.[O:32]=[CH:33][N:34]([CH3:35])[CH3:36]>>[Cl:1][c:2]1[cH:3][cH:4][c:5]([CH2:6][N:29]2[CH2:28][CH:27]([NH:26][C:24]([O:23][C:19]([CH3:20])([CH3:21])[CH3:22])=[O:25])[CH2:31][CH2:30]2)[cH:8][cH:9]1. Reactants: C(CCCCCCC)OC=1C(OC2=C(C1O)C=CC(=C2)O)=O (3-octyloxy-4,7-dihydroxy-2H-1-benzopyran-2-one), BrCCC(=O)OCC (ethyl 3-bromopropionate). Product: C(CCCCCCC)OC=1C(OC2=C(C1O)C=CC(=C2)OCCC(=O)OCC)=O (3-octyloxy-4-hydroxy-7-(2-ethoxycarbonylethoxy)-2H-1-benzopyran-2-one). RXN SMILES: [CH2:1]([O:9][C:10]1[C:11](=[O:22])[O:12][C:13]2[CH:20]=[C:19]([OH:21])[CH:18]=[CH:17][C:14]=2[C:15]=1[OH:16])[CH2:2][CH2:3][CH2:4][CH2:5][CH2:6][CH2:7][CH3:8].Br[CH2:24][CH2:25][C:26]([O:28][CH2:29][CH3:30])=[O:27]>>[CH2:1]([O:9][C:10]1[C:11](=[O:22])[O:12][C:13]2[CH:20]=[C:19]([O:21][CH2:24][CH2:25][C:26]([O:28][CH2:29][CH3:30])=[O:27])[CH:18]=[CH:17][C:14]=2[C:15]=1[OH:16])[CH2:2][CH2:3][CH2:4][CH2:5][CH2:6][CH2:7][CH3:8]. Reported procedure: In the same manner as in Reference Example 3, except that an equimolar amount of 3-octyloxy-4,7-dihydroxy-2H-1-benzopyran-2-one was used in place of 3-hexyloxy-4,5-dihydroxy-2H-1-benzopyran-2-one, and ethyl 3-bromopropionate was used in place of ethyl bromoacetate in Reference Example 3, 3-octyloxy-4-hydroxy-7-(2-ethoxycarbonylethoxy)-2H-1-benzopyran-2-one was obtained. Starting materials: CCOC(=O)c1nccn1Cc1ccccc1, CCO, O=C[O-], [NH4+]. Yields the product CCOC(=O)c1ncc[nH]1. RXN SMILES: [CH2:1]([c:2]1[cH:3][cH:4][cH:5][cH:6][cH:7]1)[n:8]1[c:9]([C:13](=[O:14])[O:15][CH2:16][CH3:17])[n:10][cH:11][cH:12]1.[CH3:22][CH2:23][OH:24].[CH:18]([O-:19])=[O:20].[NH4+:21]>>[nH:8]1[c:9]([C:13](=[O:14])[O:15][CH2:16][CH3:17])[n:10][cH:11][cH:12]1. Reactants: BrC1=C(C(=C(C#N)C=C1)F)C (4-bromo-2-fluoro-3-methylbenzonitrile), C(=C)[B-](F)(F)F.[K+] (potassium vinyltrifluoroborate). Reagents/catalysts: C1=CC=C(C=C1)P([C-]2C=CC=C2)C3=CC=CC=C3.C1=CC=C(C=C1)P([C-]2C=CC=C2)C3=CC=CC=C3.Cl[Pd]Cl.[Fe+2] (Pd(dppf)Cl2). The solvent is CCO (EtOH), TEA. Product: C(=C)C1=C(C(=C(C#N)C=C1)F)C (4-ethenyl-2-fluoro-3-methylbenzonitrile). As a reaction SMILES: Br[C:2]1[CH:9]=[CH:8][C:5]([C:6]#[N:7])=[C:4]([F:10])[C:3]=1[CH3:11].[CH:12]([B-](F)(F)F)=[CH2:13].[K+]>CCO.C1C=CC(P(C2C=CC=CC=2)[C-]2C=CC=C2)=CC=1.C1C=CC(P(C2C=CC=CC=2)[C-]2C=CC=C2)=CC=1.Cl[Pd]Cl.[Fe+2]>[CH:12]([C:2]1[CH:9]=[CH:8][C:5]([C:6]#[N:7])=[C:4]([F:10])[C:3]=1[CH3:11])=[CH2:13] |f:1.2,4.5.6.7|. Procedure: A mixture of 4-bromo-2-fluoro-3-methylbenzonitrile (7.00 g, 32.7 mmol), potassium vinyltrifluoroborate (5.3 g, 39 mmol) and Pd(dppf)Cl2 (0.5 g, 0.7 mmol) in 70 mL of EtOH and 30 mL of TEA was refluxed under Ar for 4 hours. Concentrated, the residue was purified by column chromatography (petrol ether:EtOAc=10:1) to afford 4-ethenyl-2-fluoro-3-methylbenzonitrile.